Task: describe an organic reaction: reactants, conditions, products, and yield. Dataset: the Open Reaction Database (ORD), a public repository of structured organic reaction records The reactants are Cc1ccccc1S(=O)(=O)Nc1cc(Br)sc1C(=O)OC(C)(C)C, CN(C)S(=O)(=O)n1ccc([Sn](C)(C)C)n1, Cc1ccccc1, c1ccc(P(c2ccccc2)(c2ccccc2)[Pd](P(c2ccccc2)(c2ccccc2)c2ccccc2)(P(c2ccccc2)(c2ccccc2)c2ccccc2)P(c2ccccc2)(c2ccccc2)c2ccccc2)cc1. Yields the product Cc1ccccc1S(=O)(=O)Nc1cc(-c2ccn(S(=O)(=O)N(C)C)n2)sc1C(=O)OC(C)(C)C. Reaction SMILES: [C:1]([CH3:2])([CH3:3])([CH3:4])[O:5][C:6](=[O:7])[c:8]1[s:9][c:10]([Br:24])[cH:11][c:12]1[NH:13][S:14](=[O:15])(=[O:16])[c:17]1[c:18]([CH3:23])[cH:19][cH:20][cH:21][cH:22]1.[CH3:25][N:26]([S:27](=[O:28])(=[O:29])[n:30]1[n:31][c:32]([Sn:35]([CH3:36])([CH3:37])[CH3:38])[cH:33][cH:34]1)[CH3:39].[CH3:40][c:41]1[cH:42][cH:43][cH:44][cH:45][cH:46]1.[cH:47]1[cH:48][cH:49][c:50]([P:51]([Pd:52]([P:53]([c:54]2[cH:55][cH:56][cH:57][cH:58][cH:59]2)([c:60]2[cH:61][cH:62][cH:63][cH:64][cH:65]2)[c:66]2[cH:67][cH:68][cH:69][cH:70][cH:71]2)([P:72]([c:73]2[cH:74][cH:75][cH:76][cH:77][cH:78]2)([c:79]2[cH:80][cH:81][cH:82][cH:83][cH:84]2)[c:85]2[cH:86][cH:87][cH:88][cH:89][cH:90]2)[P:91]([c:92]2[cH:93][cH:94][cH:95][cH:96][cH:97]2)([c:98]2[cH:99][cH:100][cH:101][cH:102][cH:103]2)[c:104]2[cH:105][cH:106][cH:107][cH:108][cH:109]2)([c:110]2[cH:111][cH:112][cH:113][cH:114][cH:115]2)[c:116]2[cH:117][cH:118][cH:119][cH:120][cH:121]2)[cH:122][cH:123]1>>[C:1]([CH3:2])([CH3:3])([CH3:4])[O:5][C:6](=[O:7])[c:8]1[s:9][c:10](-[c:32]2[n:31][n:30]([S:27]([N:26]([CH3:25])[CH3:39])(=[O:28])=[O:29])[cH:34][cH:33]2)[cH:11][c:12]1[NH:13][S:14](=[O:15])(=[O:16])[c:17]1[c:18]([CH3:23])[cH:19][cH:20][cH:21][cH:22]1. Reactants: O1CCCC1.CO (tetrahydrofuran methanol), N1(C=NC=C1)C=1C=C(C=CC1OC1=CC=CC=C1)C=1SC(=C(N1)C)C(=O)[O-] (2-[3-(1H-imidazol-1-yl)-4-phenoxyphenyl]-4-methyl-1,3-thiazole-5-carboxylate), Cl (hydrochloric acid), [OH-].[Na+] (sodium hydroxide). Run in mixed solution, O (water). Conditions: temperature 50 celsius, time 2 hour. Yields the product N1(C=NC=C1)C=1C=C(C=CC1OC1=CC=CC=C1)C=1SC(=C(N1)C)C(=O)O (2-[3-(1H-imidazol-1-yl)-4-phenoxyphenyl]-4-methyl-1,3-thiazole-5-carboxylic acid). The yield is 44.4%. Reaction SMILES: [N:1]1([C:6]2[CH:7]=[C:8]([C:19]3[S:20][C:21]([C:25]([O-:27])=[O:26])=[C:22]([CH3:24])[N:23]=3)[CH:9]=[CH:10][C:11]=2[O:12][C:13]2[CH:18]=[CH:17][CH:16]=[CH:15][CH:14]=2)[CH:5]=[CH:4][N:3]=[CH:2]1.O1CCCC1.CO.[OH-].[Na+].Cl>O>[N:1]1([C:6]2[CH:7]=[C:8]([C:19]3[S:20][C:21]([C:25]([OH:27])=[O:26])=[C:22]([CH3:24])[N:23]=3)[CH:9]=[CH:10][C:11]=2[O:12][C:13]2[CH:14]=[CH:15][CH:16]=[CH:17][CH:18]=2)[CH:5]=[CH:4][N:3]=[CH:2]1 |f:1.2,3.4|. Procedure details: A reaction mixture solution was prepared by dissolving 20.2 mg of 2-[3-(1H-imidazol-1-yl)-4-phenoxyphenyl]-4-methyl-1,3-thiazole-5-carboxylate obtained above in 1 mL of a mixed solution of tetrahydrofuran/methanol=1/1 and adding 0.2 mL of 2 M sodium hydroxide aqueous solution. The reaction mixture was stirred at 50° C. for 2 hours. After the addition of 0.2 mL of 2 M hydrochloric acid to the reaction mixture solution under stirring, 3 mL of water was added and extraction was performed using 4 mL... Starting materials: C1CCOC1, COC(=O)CN1C2CC(OC(=O)c3c[nH]c4ccccc34)CC1CC(C(=O)OC)C2, CC(C)(C)[O-], CCOC(C)=O, CO, Cl, [K+], O. Product: COC(=O)C1C(=O)C2CC3CC(OC(=O)c4c[nH]c5ccccc45)CC(C2)N31. As a reaction SMILES: [CH2:46]1[O:47][CH2:48][CH2:49][CH2:50]1.[CH3:1][O:2][C:3](=[O:4])[CH:5]1[CH2:6][CH:7]2[CH2:8][CH:9]([O:19][C:20](=[O:21])[c:22]3[cH:23][nH:24][c:25]4[cH:26][cH:27][cH:28][cH:29][c:30]34)[CH2:10][CH:11]([CH2:12]1)[N:13]2[CH2:14][C:15](=[O:16])[O:17][CH3:18].[CH3:31][C:32]([CH3:33])([O-:34])[CH3:35].[CH3:37][CH2:38][O:39][C:40]([CH3:41])=[O:42].[CH3:43][OH:44].[ClH:45].[K+:36].[OH2:51]>>[O:2]=[C:3]1[CH:5]2[CH2:6][CH:7]3[CH2:8][CH:9]([O:19][C:20](=[O:21])[c:22]4[cH:23][nH:24][c:25]5[cH:26][cH:27][cH:28][cH:29][c:30]45)[CH2:10][CH:11]([CH2:12]2)[N:13]3[CH:14]1[C:15](=[O:16])[O:17][CH3:18].